From a dataset of the Open Reaction Database (ORD), a public repository of structured organic reaction records. describe an organic reaction: reactants, conditions, products, and yield Starting materials: CCO, Cc1sc(-c2cc(C=O)cc(C(F)(F)F)c2)nc1COC1CCCCO1, C1CCOC1, O. Product: Cc1sc(-c2cc(CO)cc(C(F)(F)F)c2)nc1COC1CCCCO1. As a reaction SMILES: [CH2:28]([OH:29])[CH3:30].[CH3:1][c:2]1[c:3]([CH2:19][O:20][CH:21]2[O:22][CH2:23][CH2:24][CH2:25][CH2:26]2)[n:4][c:5](-[c:7]2[cH:8][c:9]([CH:10]=[O:11])[cH:12][c:13]([C:15]([F:16])([F:17])[F:18])[cH:14]2)[s:6]1.[O:31]1[CH2:32][CH2:33][CH2:34][CH2:35]1.[OH2:27]>>[CH3:1][c:2]1[c:3]([CH2:19][O:20][CH:21]2[O:22][CH2:23][CH2:24][CH2:25][CH2:26]2)[n:4][c:5](-[c:7]2[cH:8][c:9]([CH2:10][OH:11])[cH:12][c:13]([C:15]([F:16])([F:17])[F:18])[cH:14]2)[s:6]1. The reactants are NC1=C(C=C(C=C1)N1C2(CCC2)C(N(C1=S)C=1C=C(C(=NC1)C#N)C(F)(F)F)=O)O (5-(5-(4-amino-3-hydroxyphenyl)-8-oxo-6-thioxo-5,7-diazaspiro[3.4]octan-7-yl)-3-(trifluoromethyl)picolinonitrile), C(C)OC(OCC)OCC (triethylorthoformate). Solvent: CN(C)C=O (DMF), O (water). Conditions: temperature 100 celsius. Yields the product O1C=NC2=C1C=C(C=C2)N2C1(CCC1)C(N(C2=S)C=2C=C(C(=NC2)C#N)C(F)(F)F)=O (5-(5-(benzo[d]oxazol-6-yl)-8-oxo-6-thioxo-5,7-diazaspiro[3.4]octan-7-yl)-3-(trifluoromethyl)picolinonitrile). Yield: 37.1%. As a reaction SMILES: [NH2:1][C:2]1[CH:7]=[CH:6][C:5]([N:8]2[C:15](=[S:16])[N:14]([C:17]3[CH:18]=[C:19]([C:25]([F:28])([F:27])[F:26])[C:20]([C:23]#[N:24])=[N:21][CH:22]=3)[C:13](=[O:29])[C:9]32[CH2:12][CH2:11][CH2:10]3)=[CH:4][C:3]=1[OH:30].[CH2:31](OC(OCC)OCC)C>CN(C=O)C.O>[O:30]1[C:3]2[CH:4]=[C:5]([N:8]3[C:15](=[S:16])[N:14]([C:17]4[CH:18]=[C:19]([C:25]([F:28])([F:27])[F:26])[C:20]([C:23]#[N:24])=[N:21][CH:22]=4)[C:13](=[O:29])[C:9]43[CH2:12][CH2:11][CH2:10]4)[CH:6]=[CH:7][C:2]=2[N:1]=[CH:31]1. Procedure details: A mixture of 5-(5-(4-amino-3-hydroxyphenyl)-8-oxo-6-thioxo-5,7-diazaspiro[3.4]octan-7-yl)-3-(trifluoromethyl)picolinonitrile (60 mg, 0.14 mmol) and triethylorthoformate (0.050 mL, 0.28 mmol) in anhydrous DMF (1 mL) was heated at 100° C., 1 h. The mixture was diluted with water, extracted with EtOAc (3×), the organics combined and washed with water (2×), brine, dried (MgSO4) and concentrated. Purification by column chromatography, eluting with 30% EtOAc/hexanes provided 23 mg of 5-(5-(benzo[d]oxa... The reactants are C(O)([O-])=O.[Na+] (sodium hydrogen carbonate), ClC1=CC(=CC=C1)C(=O)OO (m-chloroperbenzoic acid), C(C1=CC=CC=C1)OC1=C(C=C(OC2=C(C=C(C=3CCCC23)C=O)C)C=C1)C(C)C (7-(4-benzyloxy-3-isopropylphenoxy)-6-methylindan-4-carbaldehyde). The solvent is ClCCl (dichloromethane). Reaction conditions: time 8 hour. Product: C(=O)OC1=C2CCCC2=C(C(=C1)C)OC1=CC(=C(C=C1)OCC1=CC=CC=C1)C(C)C (7-(4-benzyloxy-3-isopropylphenoxy)-6-methylindan-4-yl formate). Yield: 93.7%. Reaction SMILES: [CH2:1]([O:8][C:9]1[CH:27]=[CH:26][C:12]([O:13][C:14]2[C:22]3[CH2:21][CH2:20][CH2:19][C:18]=3[C:17](C=O)=[CH:16][C:15]=2[CH3:25])=[CH:11][C:10]=1[CH:28]([CH3:30])[CH3:29])[C:2]1[CH:7]=[CH:6][CH:5]=[CH:4][CH:3]=1.[C:31](=O)([O-:33])[OH:32].[Na+].ClC1C=CC=C(C(OO)=O)C=1>ClCCl>[CH:31]([O:33][C:17]1[CH:16]=[C:15]([CH3:25])[C:14]([O:13][C:12]2[CH:26]=[CH:27][C:9]([O:8][CH2:1][C:2]3[CH:7]=[CH:6][CH:5]=[CH:4][CH:3]=3)=[C:10]([CH:28]([CH3:29])[CH3:30])[CH:11]=2)=[C:22]2[C:18]=1[CH2:19][CH2:20][CH2:21]2)=[O:32] |f:1.2|. Procedure details: 7-(4-benzyloxy-3-isopropylphenoxy)-6-methylindan-4-carbaldehyde (712 mg) was dissolved in dichloromethane (10 mL). To the solution were added sodium hydrogen carbonate (582 mg) and m-chloroperbenzoic acid (399 mg), and the resulting mixture was stirred at room temperature overnight. Adding water, the reaction mixture was extracted with ethyl acetate. The organic layer was washed with a saturated aqueous solution of sodium hydrogen carbonate and brine successively, and dried over anhydrous magnes... Starting materials: C(C)(=O)O (Acetic acid), C(C)(C)(C)OC(=O)N1CC2(N(OCC2C1)C(NC(C1=CC=CC=C1)=O)=S)C=1SC=CC1 (tert-butyl-1-(benzoylcarbamothioyl)-6a-(2-thienyl)-3,3a,4,6-tetrahydropyrrolo[3,4-c]isoxazole-5-carboxylate), C([O-])(O)=O.[Na+] (sodium bicarbonate). The reagents and catalysts are [Zn] (zinc). Solvent: O (water). Run at temperature 40 celsius, time 7 hour. Product: C(C1=CC=CC=C1)(=O)NC(=S)NC1(CN(CC1CO)C(=O)OC(C)(C)C)C=1SC=CC1 (tert-Butyl 3-(benzoylcarbamothioylamino)-4-(hydroxymethyl)-3-(2-thienyl)pyrrolidine-1-carboxylate). Yield: 32.0%. As a reaction SMILES: C(O)(=O)C.[C:5]([O:9][C:10]([N:12]1[CH2:19][CH:18]2[C:14]([C:31]3[S:32][CH:33]=[CH:34][CH:35]=3)([N:15]([C:20](=[S:30])[NH:21][C:22](=[O:29])[C:23]3[CH:28]=[CH:27][CH:26]=[CH:25][CH:24]=3)[O:16][CH2:17]2)[CH2:13]1)=[O:11])([CH3:8])([CH3:7])[CH3:6].C(=O)(O)[O-].[Na+]>[Zn].O>[C:22]([NH:21][C:20]([NH:15][C:14]1([C:31]2[S:32][CH:33]=[CH:34][CH:35]=2)[CH:18]([CH2:17][OH:16])[CH2:19][N:12]([C:10]([O:9][C:5]([CH3:8])([CH3:7])[CH3:6])=[O:11])[CH2:13]1)=[S:30])(=[O:29])[C:23]1[CH:28]=[CH:27][CH:26]=[CH:25][CH:24]=1 |f:2.3|. Procedure details: Acetic acid (104 mL) is added to tert-butyl-1-(benzoylcarbamothioyl)-6a-(2-thienyl)-3,3a,4,6-tetrahydropyrrolo[3,4-c]isoxazole-5-carboxylate followed by powdered zinc (17.1 g, 261 mmol) and the resulting suspension is vigorously stirred at 40° C. for 7 hours followed by an additional hour at 45-50° C. The reaction is concentrated under reduced pressure. To the crude reaction mixture is added diatomaceous earth and water, followed by a saturated solution of sodium bicarbonate. The mixture is filt... Starting materials: C1CCOC1, C1CCCCCCCCCCC1, COC(=O)C(C)CC#N, CC1CCOC1=O, O. The product is COC(=O)C(C)CCO. As a reaction SMILES: [CH2:10]1[CH2:13][CH2:12][CH2:11][O:14]1.[CH2:15]1[CH2:16][CH2:17][CH2:18][CH2:19][CH2:20][CH2:21][CH2:22][CH2:23][CH2:24][CH2:25][CH2:26]1.[CH3:1][O:2][C:3]([CH:4]([CH2:5][C:6]#[N:7])[CH3:8])=[O:9].[CH3:27][CH:28]1[CH2:29][CH2:30][O:31][C:32]1=[O:33].[OH2:34]>>[CH3:1][O:2][C:3]([CH:4]([CH2:5][CH2:6][OH:14])[CH3:8])=[O:9].